From a dataset of the Open Reaction Database (ORD), a public repository of structured organic reaction records. describe an organic reaction: reactants, conditions, products, and yield Starting materials: O=Cc1ccc(C(=O)O)cc1, C[Si](C)(C)CCOCn1ccnc1CC(CNCCN1CCOCC1)Cc1nccn1COCC[Si](C)(C)C. Yields the product C[Si](C)(C)CCOCn1ccnc1CC(Cc1nccn1COCC[Si](C)(C)C)CN(CCN1CCOCC1)C(=O)c1ccc(C=O)cc1. Reaction SMILES: [CH:40](=[O:41])[c:42]1[cH:43][cH:44][c:45]([C:46](=[O:47])[OH:48])[cH:49][cH:50]1.[O:1]1[CH2:2][CH2:3][N:4]([CH2:7][CH2:8][NH:9][CH2:10][CH:11]([CH2:12][c:13]2[n:14]([CH2:18][O:19][CH2:20][CH2:21][Si:22]([CH3:23])([CH3:24])[CH3:25])[cH:15][cH:16][n:17]2)[CH2:26][c:27]2[n:28]([CH2:32][O:33][CH2:34][CH2:35][Si:36]([CH3:37])([CH3:38])[CH3:39])[cH:29][cH:30][n:31]2)[CH2:5][CH2:6]1>>[O:1]1[CH2:2][CH2:3][N:4]([CH2:7][CH2:8][N:9]([CH2:10][CH:11]([CH2:12][c:13]2[n:14]([CH2:18][O:19][CH2:20][CH2:21][Si:22]([CH3:23])([CH3:24])[CH3:25])[cH:15][cH:16][n:17]2)[CH2:26][c:27]2[n:28]([CH2:32][O:33][CH2:34][CH2:35][Si:36]([CH3:37])([CH3:38])[CH3:39])[cH:29][cH:30][n:31]2)[C:46]([c:45]2[cH:44][cH:43][c:42]([CH:40]=[O:41])[cH:50][cH:49]2)=[O:47])[CH2:5][CH2:6]1.